describe an organic reaction: reactants, conditions, products, and yield From a dataset of the Open Reaction Database (ORD), a public repository of structured organic reaction records. The reactants are CC1=NC(=NN1C1=CC=CC=C1)C(C#N)O[Si](C)(C)C ((RS)-(5-methyl-1-phenyl-1H-[1,2,4]triazol-3-yl)-trimethylsilanyloxy-acetonitrile), S(O)(O)(=O)=O (sulfuric acid), CCO (EtOH), C(=O)([O-])[O-].[Na+].[Na+] (Na2CO3), O (water). Conditions: time 17 hour. Yields the product C(C)OC(C(C1=NN(C(=N1)C)C1=CC=CC=C1)O)=O ((RS)-hydroxy-(5-methyl-1-phenyl-1H-[1,2,4]triazol-3-yl)-acetic acid ethyl ester). As a reaction SMILES: [CH3:1][C:2]1[N:6]([C:7]2[CH:12]=[CH:11][CH:10]=[CH:9][CH:8]=2)[N:5]=[C:4]([CH:13]([O:16][Si](C)(C)C)[C:14]#N)[N:3]=1.S(=O)(=O)(O)O.O.C([O-])([O-])=[O:28].[Na+].[Na+].[CH3:33][CH2:34][OH:35]>>[CH2:34]([O:35][C:14](=[O:28])[CH:13]([OH:16])[C:4]1[N:3]=[C:2]([CH3:1])[N:6]([C:7]2[CH:12]=[CH:11][CH:10]=[CH:9][CH:8]=2)[N:5]=1)[CH3:33] |f:3.4.5|. Procedure: To a stirred solution of the crude (RS)-(5-methyl-1-phenyl-1H-[1,2,4]triazol-3-yl)-trimethylsilanyloxy-acetonitrile (2.47 g) in EtOH (20 ml) was added concentrated sulfuric acid (1.73 ml). The mixture was heated to reflux and stirring was continued for 17 h. After cooling to r.t., the mixture (light red clear solution) was poured into 50 ml of water. The solution was brought to pH˜8 by the addition of saturated Na2CO3. It was extracted with EtOAc. The combined organic layers were washed with bri... Reactants: CSSC (dimethyl disulfide), C(CCC)[Li] (n-butyllithium), C(C)(C)NC(C)C (diisopropylamine), CC1C(=O)OCC1 (alpha-methyl-gamma-butyrolactone). The solvent is O1CCCC1 (tetrahydrofuran). Reaction conditions: time 30 minute. Yields the product CC1(C(=O)OCC1)SC (alpha-methyl-alpha-methylthio-gamma-butyrolactone). The yield is 57.7%. As a reaction SMILES: C([Li])CCC.C(NC(C)C)(C)C.[CH3:13][CH:14]1[CH2:19][CH2:18][O:17][C:15]1=[O:16].[CH3:20][S:21]SC>O1CCCC1>[CH3:13][C:14]1([S:21][CH3:20])[CH2:19][CH2:18][O:17][C:15]1=[O:16]. Procedure details: Under an argon atmosphere, n-butyllithium (1.7 M in hexane, 1800 ml, 3.06 mole) was added slowly to a stirred solution of diisopropylamine (309.4 g, 3.06 mole) in tetrahydrofuran (1800 ml) at -78° C. Upon completion of addition, the reaction mixture was allowed to stir for 30 minutes at which time alpha-methyl-gamma-butyrolactone (278.0 g, 2.78 mole) was added dropwise, also at -78° C. The reaction mixture was stirred 30 minutes then dimethyl disulfide (392.8 g, 4.17 mole) was added dropwise. Af... The reactants are C(C)(C)(C)OC(=O)N[C@H](C(C)(C)C)C(=O)O (N-(tert-butoxycarbonyl)-3-methyl-D-valine), ClC=1C=CC(=C(CNC([C@H]2NCCC2)=O)C1)N1N=NN=C1 (N-[5-chloro-2-(1H-tetraazol-1-yl)benzyl]-L-prolinamide), C(CCl)Cl (EDC), C1=CC2=C(N=C1)N(N=N2)O (HOAt). Run in CN(C)C=O (DMF), C(=O)(C(F)(F)F)O.C(Cl)Cl (TFA CH2Cl2). The product is CC([C@@H](N)C(=O)N1[C@H](C(=O)NCC2=C(C=CC(=C2)Cl)N2N=NN=C2)CCC1)(C)C (3-methyl-D-valyl-N-[5-chloro-2-(1H-tetraazol-1-yl)benzyl]-L-prolinamide). As a reaction SMILES: C(OC([NH:8][C@@H:9]([C:14]([OH:16])=O)[C:10]([CH3:13])([CH3:12])[CH3:11])=O)(C)(C)C.[Cl:17][C:18]1[CH:19]=[CH:20][C:21]([N:33]2[CH:37]=[N:36][N:35]=[N:34]2)=[C:22]([CH:32]=1)[CH2:23][NH:24][C:25](=[O:31])[C@@H:26]1[CH2:30][CH2:29][CH2:28][NH:27]1.C(Cl)CCl.C1C=NC2N(O)N=NC=2C=1>CN(C=O)C.C(O)(C(F)(F)F)=O.C(Cl)Cl>[CH3:13][C:10]([CH3:11])([CH3:12])[C@H:9]([C:14]([N:27]1[CH2:28][CH2:29][CH2:30][C@H:26]1[C:25]([NH:24][CH2:23][C:22]1[CH:32]=[C:18]([Cl:17])[CH:19]=[CH:20][C:21]=1[N:33]1[CH:37]=[N:36][N:35]=[N:34]1)=[O:31])=[O:16])[NH2:8] |f:5.6|. Reported procedure: The title compound was prepared from N-(tert-butoxycarbonyl)-3-methyl-D-valine (53 mg, 0.23 mmol), N-[5-chloro-2-(1H-tetraazol-1-yl)benzyl]-L-prolinamide (Example 26, Step B, 87 mg, 0.23 mmol, 1.0 equiv), EDC (66 mg, 0.34 mmol, 1.5 equiv) and HOAt (16 mg, 0.11 mmol, 0.5 equiv) in DMF (1 mL) followed by deprotection in TFA-CH2Cl2 essentially according to the procedure described in Example 26, Step C. Purification by reverse phase chromatography [95:5 water (+0.1% TFA)/CH3CN (+0.1% TFA) to 50:50 w... Reaction SMILES: [CH3:19][S:20]([CH3:21])=[O:22].[Cl:1][CH2:2][c:3]1[c:4]([F:14])[c:5]2[c:6]([c:11]([F:13])[cH:12]1)[O:7][CH2:8][CH2:9][O:10]2.[Na:15][C:16]#[N:17].[OH2:18]>>[CH2:2]([c:3]1[c:4]([F:14])[c:5]2[c:6]([c:11]([F:13])[cH:12]1)[O:7][CH2:8][CH2:9][O:10]2)[C:16]#[N:17]. The reactants are CS(C)=O, Fc1cc(CCl)c(F)c2c1OCCO2, N#C[Na], O. The product is N#CCc1cc(F)c2c(c1F)OCCO2. Starting materials: NC1=C(SC=C1C)C(=O)OC (Methyl 3-amino-4-methylthiophene-2-carboxylate), [OH-].[Na+] (NaOH), Cl (HCl). Run at temperature 0 celsius. Yields the product NC1=C(SC=C1C)C(=O)O (3-amino-4-methylthiophene-2-carboxylic acid). Yield: 65.2%. As a reaction SMILES: [NH2:1][C:2]1[C:6]([CH3:7])=[CH:5][S:4][C:3]=1[C:8]([O:10]C)=[O:9].[OH-].[Na+].Cl>>[NH2:1][C:2]1[C:6]([CH3:7])=[CH:5][S:4][C:3]=1[C:8]([OH:10])=[O:9] |f:1.2|. Procedure details: Methyl 3-amino-4-methylthiophene-2-carboxylate (4.67 g, 27.3 mmol) and NaOH (2N in H2O, 68 mL, 136 mmol) were stirred at 100° C. for 1 hour. The solution was cooled to 0° C. and acidified to pH=5 with addition of concentrated HCl solution to form a precipitant. The solution was filtered and the solid was dried under vacuum to give the title compound (2.8 g, 65%). Starting materials: CC=1C=CC(=CC1)S(=O)(=O)N (p-toluenesulfonamide), [Na] (sodium), C(C)OC(=O)Cl (ethylchloroformate), C(C)(=O)NC(C(=O)O)(C(C)C)C (2-Acetamido-2,3-dimethylbutyric acid), anhydride. Solvent: CN(C=O)C (dimethylformamide), C(C)N(CC)CC (triethylamine), C(C)OCC (diethyl ether). Reaction conditions: temperature 0 celsius, time 1 hour. Product: C(C)(=O)NC(C(=O)NS(=O)(=O)C1=CC=C(C=C1)C)(C(C)C)C (2-acetamido-2,3-dimethyl-N-(p-tolylsulfonyl)butyramide). Isolated yield 116.7%. Reaction SMILES: [C:1]([NH:4][C:5]([CH3:12])([CH:9]([CH3:11])[CH3:10])[C:6]([OH:8])=O)(=[O:3])[CH3:2].C(OC(Cl)=O)C.[CH3:19][C:20]1[CH:21]=[CH:22][C:23]([S:26]([NH2:29])(=[O:28])=[O:27])=[CH:24][CH:25]=1.[Na]>C(N(CC)CC)C.C(OCC)C.CN(C)C=O>[C:1]([NH:4][C:5]([CH3:12])([CH:9]([CH3:11])[CH3:10])[C:6]([NH:29][S:26]([C:23]1[CH:24]=[CH:25][C:20]([CH3:19])=[CH:21][CH:22]=1)(=[O:27])=[O:28])=[O:8])(=[O:3])[CH3:2] |^1:29|. Procedure: 2-Acetamido-2,3-dimethylbutyric acid (1.5 g) is dissolved in a solution of triethylamine (2.7 g) in diethyl ether (50 mL) and cooled to 0° C.; ethylchloroformate (1.1 g) is added dropwise and the mixture is stirred at 0° to room temperature over one hour. The mixture is filtered, and the filtrate is concentrated in vacuo to afford the oily mixed anhydride (1.5 g). This material is mixed with 3 g of p-toluenesulfonamide, sodium salt, in 25 mL dimethylformamide, and the resulting mixture is heated... Reactants: ClC=1C=C(C2=C(C(OC(N2)=O)=O)C1)C (6-chloro-8-methyl-2H-3,1-benzoxazine-2,4(1H)-dione), C(C)(=O)OCC (ethyl acetate), C(C)(=O)O (acetic acid), ClC=1C=C(C2=C(C(OC(N2)=O)=O)C1)C (6-chloro-8-methyl-2H-3,1-benzoxazine-2,4(1H)-dione), CN (methylamine), ClC=1C=C(C2=C(C(OC(N2)=O)=O)C1)C (6-chloro-8-methyl-2H-3,1-benzoxazine-2,4(1H)-dione). Solvent: O (water). Reaction conditions: temperature 37.5 celsius. Yields the product NC1=C(C(=O)NC)C=C(C=C1C)Cl (2-amino-5-chloro-N,3-dimethylbenzamide). The yield is 95.6%. As a reaction SMILES: C(OCC)(=O)C.C(O)(=O)C.[CH3:11][NH2:12].[Cl:13][C:14]1[CH:15]=[C:16]([CH3:26])[C:17]2[NH:22]C(=O)[O:20][C:19](=O)[C:18]=2[CH:25]=1>O>[NH2:22][C:17]1[C:16]([CH3:26])=[CH:15][C:14]([Cl:13])=[CH:25][C:18]=1[C:19]([NH:12][CH3:11])=[O:20]. Reported procedure: A 300-mL flask equipped with a thermometer and nitrogen bubbler was charged with ethyl acetate (100 mL) and acetic acid (12.6 g, 0.21 mol). Anhydrous methylamine (6.3 g, 0.20 mol) was added below the surface of the liquid mixture, which was cooled to maintain the temperature below 35° C., and then 6-chloro-8-methyl-2H-3,1-benzoxazine-2,4(1H)-dione (21 g, 0.10 mol) (see Scheme 4 for a method of preparation) was added in portions while maintaining the reaction mixture at 35-40° C. After completion... The product is COC(=O)Cc1cn(CC(CC=O)NS(=O)(=O)c2ccc(F)cc2)c2ncccc12. Reaction SMILES: [Cl:31][CH2:32][Cl:33].[F:1][c:2]1[cH:3][cH:4][c:5]([S:8](=[O:9])(=[O:10])[NH:11][CH:12]([CH2:13][n:14]2[cH:15][c:16]([CH2:23][C:24](=[O:25])[O:26][CH3:27])[c:17]3[c:18]2[n:19][cH:20][cH:21][cH:22]3)[CH2:28][CH2:29][OH:30])[cH:6][cH:7]1>>[F:1][c:2]1[cH:3][cH:4][c:5]([S:8](=[O:9])(=[O:10])[NH:11][CH:12]([CH2:13][n:14]2[cH:15][c:16]([CH2:23][C:24](=[O:25])[O:26][CH3:27])[c:17]3[c:18]2[n:19][cH:20][cH:21][cH:22]3)[CH2:28][CH:29]=[O:30])[cH:6][cH:7]1. Starting materials: ClCCl, COC(=O)Cc1cn(CC(CCO)NS(=O)(=O)c2ccc(F)cc2)c2ncccc12.